This data is from the Open Reaction Database (ORD), a public repository of structured organic reaction records. The task is: describe an organic reaction: reactants, conditions, products, and yield Starting materials: [N+](=O)([O-])C(C)C (2-nitropropane), [Na] (sodium), solid, COC1=NC2=CC=CC(=C2N=C1OC)CBr (2,3-dimethoxy-5-bromomethyl-quinoxaline). The solvent is CO (methanol). Reaction conditions: time 5 minute. Yields the product COC1=NC=2C=CC=C(C2N=C1OC)C=O (2,3-Dimethoxy-quinoxaline-5-carbaldehyde). Reaction SMILES: [N+](C(C)C)([O-])=[O:2].[Na].[CH3:8][O:9][C:10]1[C:19]([O:20][CH3:21])=[N:18][C:17]2[C:12](=[CH:13][CH:14]=[CH:15][C:16]=2[CH2:22]Br)[N:11]=1>CO>[CH3:8][O:9][C:10]1[C:19]([O:20][CH3:21])=[N:18][C:17]2[C:16]([CH:22]=[O:2])=[CH:15][CH:14]=[CH:13][C:12]=2[N:11]=1 |^1:6|. Procedure: 17 ml (188 mmol) of 2-nitropropane are added to a solution of 3.7 g (163 mmol) of sodium in 700 ml of methanol. After 5 minutes' stirring, 35.5 g (125.4 mmol) of solid 2,3-dimethoxy-5-bromomethyl-quinoxaline are added. The mixture is heated at reflux for 1 hour, a homogeneous solution being formed. After cooling, the solution is concentrated under reduced pressure. The residue is taken up in ethyl acetate and 1 N HCl, the phases are separated and the organic phase is washed with water and brine,... Starting materials: C, Cc1c(C(=O)O)cccc1[N+](=O)[O-], O=N[O-], [Na+], [Na+], [OH-], [Pd]. The product is Cc1c(O)cccc1C(=O)O. RXN SMILES: [C:20].[N+:1]([O-:2])(=[O:3])[c:4]1[c:5]([CH3:13])[c:6]([C:7](=[O:8])[OH:9])[cH:10][cH:11][cH:12]1.[N:14](=[O:15])[O-:16].[Na+:17].[Na+:19].[OH-:18].[Pd:21]>>[c:4]1([OH:15])[c:5]([CH3:13])[c:6]([C:7](=[O:8])[OH:9])[cH:10][cH:11][cH:12]1. Reactants: O=S(=O)(Cl)C1CC1, Cl, CN(C(=O)N(C)C1CN(C(=O)C2CCNCC2)CC1c1ccc(F)cc1)c1cc(C(F)(F)F)cc(C(F)(F)F)c1. The product is CN(C(=O)N(C)C1CN(C(=O)C2CCN(S(=O)(=O)C3CC3)CC2)CC1c1ccc(F)cc1)c1cc(C(F)(F)F)cc(C(F)(F)F)c1. As a reaction SMILES: [CH:42]1([S:45](=[O:46])(=[O:47])[Cl:48])[CH2:43][CH2:44]1.[ClH:1].[F:2][C:3]([c:4]1[cH:5][c:6]([N:14]([C:15](=[O:16])[N:17]([CH3:18])[CH:19]2[CH2:20][N:21]([C:31](=[O:32])[CH:33]3[CH2:34][CH2:35][NH:36][CH2:37][CH2:38]3)[CH2:22][CH:23]2[c:24]2[cH:25][cH:26][c:27]([F:30])[cH:28][cH:29]2)[CH3:39])[cH:7][c:8]([C:10]([F:11])([F:12])[F:13])[cH:9]1)([F:40])[F:41]>>[F:2][C:3]([c:4]1[cH:5][c:6]([N:14]([C:15](=[O:16])[N:17]([CH3:18])[CH:19]2[CH2:20][N:21]([C:31](=[O:32])[CH:33]3[CH2:34][CH2:35][N:36]([S:45]([CH:42]4[CH2:43][CH2:44]4)(=[O:46])=[O:47])[CH2:37][CH2:38]3)[CH2:22][CH:23]2[c:24]2[cH:25][cH:26][c:27]([F:30])[cH:28][cH:29]2)[CH3:39])[cH:7][c:8]([C:10]([F:11])([F:12])[F:13])[cH:9]1)([F:40])[F:41]. Starting materials: CNCC(O)C(O)C(O)C(O)CO, CN(C)C=O, O=C1C(CCC(O)c2ccc(F)cc2)C(c2ccc(OCCCCCI)cc2)N1c1ccc(F)cc1. Product: CN(CCCCCOc1ccc(C2C(CCC(O)c3ccc(F)cc3)C(=O)N2c2ccc(F)cc2)cc1)CC(O)C(O)C(O)C(O)CO. RXN SMILES: [CH3:37][NH:38][CH2:39][CH:40]([CH:41]([CH:42]([CH:43]([CH2:44][OH:45])[OH:46])[OH:47])[OH:48])[OH:49].[CH3:50][N:51]([CH3:52])[CH:53]=[O:54].[F:1][c:2]1[cH:3][cH:4][c:5]([N:8]2[C:9](=[O:36])[CH:10]([CH2:25][CH2:26][CH:27]([OH:28])[c:29]3[cH:30][cH:31][c:32]([F:35])[cH:33][cH:34]3)[CH:11]2[c:12]2[cH:13][cH:14][c:15]([O:18][CH2:19][CH2:20][CH2:21][CH2:22][CH2:23][I:24])[cH:16][cH:17]2)[cH:6][cH:7]1>>[F:1][c:2]1[cH:3][cH:4][c:5]([N:8]2[C:9](=[O:36])[CH:10]([CH2:25][CH2:26][CH:27]([OH:28])[c:29]3[cH:30][cH:31][c:32]([F:35])[cH:33][cH:34]3)[CH:11]2[c:12]2[cH:13][cH:14][c:15]([O:18][CH2:19][CH2:20][CH2:21][CH2:22][CH2:23][N:38]([CH3:37])[CH2:39][CH:40]([CH:41]([CH:42]([CH:43]([CH2:44][OH:45])[OH:46])[OH:47])[OH:48])[OH:49])[cH:16][cH:17]2)[cH:6][cH:7]1. Starting materials: C(CC)[C@@H]1CC[C@H](CC1)C1CC=CCC1 (4-(trans-4-propylcyclohexyl)-cyclohex-1-ene), FC(C(F)(F)I)(C(F)(F)F)F (heptafluoropropyl iodide). The reagents and catalysts are [Pd].C1(=CC=CC=C1)P(C1=CC=CC=C1)C1=CC=CC=C1.C1(=CC=CC=C1)P(C1=CC=CC=C1)C1=CC=CC=C1.C1(=CC=CC=C1)P(C1=CC=CC=C1)C1=CC=CC=C1.C1(=CC=CC=C1)P(C1=CC=CC=C1)C1=CC=CC=C1 (tetrakis-(triphenylphosphine)-palladium). Run in CCCCCC (hexane). Yields the product C(CC)[C@@H]1CC[C@H](CC1)[C@@H]1CC[C@H](CC1)C(C(C(F)(F)F)(F)F)(F)F (trans-4-(trans-4-propylcyclohexyl)-1-heptafluoropropylcyclohexane). RXN SMILES: [CH2:1]([C@H:4]1[CH2:9][CH2:8][C@H:7]([CH:10]2[CH2:15][CH2:14][CH:13]=[CH:12][CH2:11]2)[CH2:6][CH2:5]1)[CH2:2][CH3:3].[F:16][C:17]([F:26])([C:22]([F:25])([F:24])[F:23])[C:18](I)([F:20])[F:19]>[Pd].C1(P(C2C=CC=CC=2)C2C=CC=CC=2)C=CC=CC=1.C1(P(C2C=CC=CC=2)C2C=CC=CC=2)C=CC=CC=1.C1(P(C2C=CC=CC=2)C2C=CC=CC=2)C=CC=CC=1.C1(P(C2C=CC=CC=2)C2C=CC=CC=2)C=CC=CC=1.CCCCCC>[CH2:1]([C@H:4]1[CH2:9][CH2:8][C@H:7]([C@H:10]2[CH2:15][CH2:14][C@H:13]([C:18]([F:20])([F:19])[C:17]([F:26])([F:16])[C:22]([F:25])([F:24])[F:23])[CH2:12][CH2:11]2)[CH2:6][CH2:5]1)[CH2:2][CH3:3] |f:2.3.4.5.6|. Procedure details: A mixture of 0.1 mol of 4-(trans-4-propylcyclohexyl)-cyclohex-1-ene, 0.1 mol of heptafluoropropyl iodide, 10 mol % of tetrakis-(triphenylphosphine)-palladium and 200 ml of hexane is heated under reflux for 24 hours (compare T. Ishihara, Chemistry Letters (1986) 1895). The isomer mixture of the addition product thus formed is, after the catalyst has been filtered off, first heated with tributyl-tin hydride for 90 hours in toluene and reduced. The all-trans product, trans-4-(trans-4-propylcyclohex... Reactants: O (water), CC(C)([O-])C.[K+] (potassium tert-butoxide), CC(=O)C1=CN=CC=C1 (3-acetopyridine), BrC1=CC=CC(=N1)C(=O)OCC (ethyl 6-bromo-2-pyridinecarboxylate). The solvent is C(C)(=O)O (acetic acid), O1CCCC1 (tetrahydrofuran). The product is BrC1=CC=CC(=N1)C(CC(=O)C=1C=NC=CC1)=O (1-(6-Bromopyridin-2-yl)-3-(pyridin-3-yl)propane-1,3-dione). RXN SMILES: CC(C)([O-])C.[K+].[CH3:7][C:8]([C:10]1[CH:15]=[CH:14][CH:13]=[N:12][CH:11]=1)=[O:9].[Br:16][C:17]1[N:22]=[C:21]([C:23](OCC)=[O:24])[CH:20]=[CH:19][CH:18]=1.O>O1CCCC1.C(O)(=O)C>[Br:16][C:17]1[N:22]=[C:21]([C:23](=[O:24])[CH2:7][C:8]([C:10]2[CH:11]=[N:12][CH:13]=[CH:14][CH:15]=2)=[O:9])[CH:20]=[CH:19][CH:18]=1 |f:0.1|. Reported procedure: 3.71 g (33.0 mmol) of potassium tert-butoxide were added to a mixture of 4.00 g (33.0 mmol) of 3-acetopyridine and 7.60 g (33.0 mmol) of ethyl 6-bromo-2-pyridinecarboxylate in 100 ml of tetrahydrofuran. The solution was stirred at room temperature until a solid mixture has formed. 100 ml of water and 10 ml of acetic acid were then added, and the aqueous phase was subsequently extracted with dichloromethane. The combined organic phases were dried over magnesium sulfate, and the solvent was then r... The reactants are O1CCN(CC1)C=1C=2N(C(=CN1)C=1C=C(C(=NC1)N)N)C=C(N2)\C=C\C2=NC1=CC=CC=C1C=C2 ((E)-5-(8-Morpholino-2-(2-(quinolin-2-yl)vinyl)imidazo[1,2-a]pyrazin-5-yl)pyridine-2,3-diamine), C1=CN(C=N1)C(=O)N2C=CN=C2 (CDI). The solvent is C1CCOC1 (THF). Yields the product O1CCN(CC1)C=1C=2N(C(=CN1)C=1C=C3C(=NC1)NC(=N3)O)C=C(N2)\C=C\C2=NC3=CC=CC=C3C=C2 ((E)-6-(8-Morpholino-2-(2-(quinolin-2-yl)vinyl)imidazo[1,2-a]pyrazin-5-yl)-3H-imidazo[4,5-b]pyridin-2-ol). Isolated yield 25.0%. Reaction SMILES: [O:1]1[CH2:6][CH2:5][N:4]([C:7]2[C:8]3[N:9]([CH:21]=[C:22](/[CH:24]=[CH:25]/[C:26]4[CH:35]=[CH:34][C:33]5[C:28](=[CH:29][CH:30]=[CH:31][CH:32]=5)[N:27]=4)[N:23]=3)[C:10]([C:13]3[CH:14]=[C:15]([NH2:20])[C:16]([NH2:19])=[N:17][CH:18]=3)=[CH:11][N:12]=2)[CH2:3][CH2:2]1.C1N=CN([C:41](N2C=NC=C2)=[O:42])C=1>C1COCC1>[O:1]1[CH2:6][CH2:5][N:4]([C:7]2[C:8]3[N:9]([CH:21]=[C:22](/[CH:24]=[CH:25]/[C:26]4[CH:35]=[CH:34][C:33]5[C:28](=[CH:29][CH:30]=[CH:31][CH:32]=5)[N:27]=4)[N:23]=3)[C:10]([C:13]3[CH:14]=[C:15]4[N:20]=[C:41]([OH:42])[NH:19][C:16]4=[N:17][CH:18]=3)=[CH:11][N:12]=2)[CH2:3][CH2:2]1. Procedure: A solution of compound 6b (220 mg, 0.470 mmol) and CDI (200 mg, 1.23 mmol) in THF (8 mL) was stirred at rt for 18 h. The reaction was quenched with H2O (10 mL). The resulting solids were collected by filtration and washed with Et2O to obtain the title compound 94 as a light yellow solid (57.6 mg, 25% yield). 1H-NMR (300 MHz, DMSO-d6) δ (ppm): 11.62 (s, 1H), 11.08 (s, 1H), 8.33 (d, J=8.4 Hz, 1H), 8.21 (s, 1H), 8.11 (s, 1H), 7.97-7.92 (m, 2H), 7.86-7.80 (m, 2H), 7.74 (t, J=7.8 Hz, 1H), 7.66 (s, 1H... Starting materials: CC1(C(C2=C(SC(=C2)C(=O)OCC)C1)=O)C (Ethyl 5,5-Dimethyl-4-oxo-5,6-dihydro-4H-cyclopenta[b]thiophene-2-carboxylate), C1CCOC1 (THF), C(C)O (ethanol), [OH-].[Li+] (lithium hydroxide). The solvent is O (water). Reaction conditions: temperature 50 celsius, time 2 hour. The product is CC1(C(C2=C(SC(=C2)C(=O)O)C1)=O)C (5,5-Dimethyl-4-oxo-5,6-dihydro-4H-cyclopenta[b]thiophene-2-carboxylic Acid). The yield is 106.8%. RXN SMILES: [CH3:1][C:2]1([CH3:16])[CH2:14][C:5]2[S:6][C:7]([C:9]([O:11]CC)=[O:10])=[CH:8][C:4]=2[C:3]1=[O:15].C1COCC1.C(O)C.[OH-].[Li+]>O>[CH3:1][C:2]1([CH3:16])[CH2:14][C:5]2[S:6][C:7]([C:9]([OH:11])=[O:10])=[CH:8][C:4]=2[C:3]1=[O:15] |f:3.4|. Reported procedure: A 50-mL single-neck round-bottomed flask equipped with a magnetic stirrer and reflux condenser was charged with 8 (310 mg, 1.30 mmol), THF (2 mL) and ethanol (2 mL). A solution of lithium hydroxide (125 mg, 5.21 mmol) in water (2 mL) was added, and the mixture was stirred at 50° C. for 2 h. After this time, the organic solvents were removed under reduced pressure, water (6 mL) was added, and the pH was adjusted to 3.0 with 2 N hydrochloric acid. The resulting suspension was filtered and the filt... Starting materials: CS(=O)(=O)C=1N=CC2=C(N1)SC=C2 (2-(methylsulfonyl)thieno[2,3-d]pyrimidine), NCCN1CCOCC1 (4-(2-aminoethyl)morpholine), CN1C(CCC1)=O (1-methyl-2-pyrrolidinone), crude product. Run in CCOC(=O)C (EtOAc), O (water). Product: O1CCN(CC1)CCC=1N=CC2=C(N1)SC=C2 (2-(2-morpholinoethyl)thieno[2,3-d]pyrimidine). Yield: 87.6%. Reaction SMILES: CS([C:5]1[N:6]=[CH:7][C:8]2[CH:13]=[CH:12][S:11][C:9]=2[N:10]=1)(=O)=O.N[CH2:15][CH2:16][N:17]1[CH2:22][CH2:21][O:20][CH2:19][CH2:18]1.CN1CCCC1=O>CCOC(C)=O.O>[O:20]1[CH2:21][CH2:22][N:17]([CH2:16][CH2:15][C:5]2[N:6]=[CH:7][C:8]3[CH:13]=[CH:12][S:11][C:9]=3[N:10]=2)[CH2:18][CH2:19]1. Procedure details: A solution of 2-(methylsulfonyl)thieno[2,3-d]pyrimidine (1.0 g, 4.67 mmol), 4-(2-aminoethyl)morpholine (1.8 g, 14.02 mmol), and 1-methyl-2-pyrrolidinone (1.5 mL) was heated to 100° C. overnight. The reaction mixture was cooled to RT and diluted with EtOAc (200 mL)/water (75 mL). The layers were separated, and the organic layer was washed successively with water (4×75 mL) and brine (1×75 mL). The organic layer was then dried over MgSO4, filtered and concentrated to give (1.2 g) of the crude produ...